This data is from the Open Reaction Database (ORD), a public repository of structured organic reaction records. The task is: describe an organic reaction: reactants, conditions, products, and yield The reactants are COC(=O)C=1C(NC(NC1)=O)C1=CC(=C(C=C1)F)F ((−)-4-(3,4-Difluorophenyl)-2-oxo-1,2,3,4-tetrahydro-pyrimidine-5-carboxylic acid methyl ester), [OH-].[Na+] (NaOH), S(=O)(=O)(O)[O-].[K+] (potassium hydrogen sulfate). The solvent is CO (MeOH). Reaction conditions: time 6 hour. Yields the product FC=1C=C(C=CC1F)C1NC(NC=C1C(=O)O)=O ((−)-4-(3,4Difluorophenyl)-2-oxo-1,2,3,4-tetrahydro-pyrimidine-5-carboxylic Acid). As a reaction SMILES: C[O:2][C:3]([C:5]1[CH:6]([C:12]2[CH:17]=[CH:16][C:15]([F:18])=[C:14]([F:19])[CH:13]=2)[NH:7][C:8](=[O:11])[NH:9][CH:10]=1)=[O:4].[OH-].[Na+].S([O-])(O)(=O)=O.[K+]>CO>[F:19][C:14]1[CH:13]=[C:12]([CH:6]2[C:5]([C:3]([OH:4])=[O:2])=[CH:10][NH:9][C:8](=[O:11])[NH:7]2)[CH:17]=[CH:16][C:15]=1[F:18] |f:1.2,3.4|. Procedure details: To a solution of (−)-4-(3,4-Difluorophenyl)-2-oxo-1,2,3,4-tetrahydro-pyrimidine-5-carboxylic acid methyl ester (450 mg, 1.68 mmol) in 15 mL MeOH was added 1M NaOH (28 mL, 28.0 mmol). The solution was stirred under argon at room temperature for 6 h, poured 10% potassium hydrogen sulfate, and extracted with ethyl acetate. The combined organic layers were washed with saturated sodium chloride, dried with magnesium sulfate, and concentrated in vacuo to give the product. 1H NMR dH (DMSO) 9.17 (d, 1H,... Starting materials: O=C1N(CCC1CCC1=NC=2NCCCC2C=C1)CC(=O)OCC (Ethyl (2-Oxo-3-(2-(5,6,7,8-tetrahydro-[1,8]-naphthyridin-2-yl)ethyl)pyrrolidin-1-yl)acetate), Cl (HCl). Run at temperature 50 celsius. Yields the product Cl.O=C1N(CCC1CCC1=NC=2NCCCC2C=C1)CC(=O)O ((2-Oxo-3-(2-(5,6,7,8-tetrahydro[1,8]-naphthyridin-2-yl)ethyl)pyrrolidin-1-yl)acetic acid hydrochloride). As a reaction SMILES: [O:1]=[C:2]1[CH:6]([CH2:7][CH2:8][C:9]2[CH:18]=[CH:17][C:16]3[CH2:15][CH2:14][CH2:13][NH:12][C:11]=3[N:10]=2)[CH2:5][CH2:4][N:3]1[CH2:19][C:20]([O:22]CC)=[O:21].[ClH:25]>>[ClH:25].[O:1]=[C:2]1[CH:6]([CH2:7][CH2:8][C:9]2[CH:18]=[CH:17][C:16]3[CH2:15][CH2:14][CH2:13][NH:12][C:11]=3[N:10]=2)[CH2:5][CH2:4][N:3]1[CH2:19][C:20]([OH:22])=[O:21] |f:2.3|. Procedure details: A stirred mixture of 2-7 (0.45 g, 1.4 mmol) and 6N HCl (10 mL) was heated at 50° C. for 1 h, followed by concentration to give 2-8 as a yellow oil. Starting materials: CC1=C(C=C(C=C1)NS(=O)(=O)C)B1OC(C(O1)(C)C)(C)C (N-[4-methyl-3-(4,4,5,5-tetramethyl-[1,3,2]dioxaborolan-2-yl)-phenyl]-methanesulfonamide), BrC=C1C2=C(CCC3=C1C=CC=C3)C=CC=C2 (5-bromomethylene-10,11-dihydro-5H-dibenzo[a,d]cycloheptene). Product: C1=CC=CC=2C(C3=C(CCC21)C=CC=C3)=CC=3C=C(C=CC3C)NS(=O)(=O)C (N-[3-(10,11-Dihydro-dibenzo[a,d]cyclohepten-5-ylidenemethyl)-4-methyl-phenyl]-methanesulfonamide). Isolated yield 60.7%. Reaction SMILES: [CH3:1][C:2]1[CH:7]=[CH:6][C:5]([NH:8][S:9]([CH3:12])(=[O:11])=[O:10])=[CH:4][C:3]=1B1OC(C)(C)C(C)(C)O1.Br[CH:23]=[C:24]1[C:30]2[CH:31]=[CH:32][CH:33]=[CH:34][C:29]=2[CH2:28][CH2:27][C:26]2[CH:35]=[CH:36][CH:37]=[CH:38][C:25]1=2>>[CH:35]1[C:26]2[CH2:27][CH2:28][C:29]3[CH:34]=[CH:33][CH:32]=[CH:31][C:30]=3[C:24](=[CH:23][C:3]3[CH:4]=[C:5]([NH:8][S:9]([CH3:12])(=[O:10])=[O:11])[CH:6]=[CH:7][C:2]=3[CH3:1])[C:25]=2[CH:38]=[CH:37][CH:36]=1. Procedure details: Following the procedures essentially as described in Example 219, below, and using N-[4-methyl-3-(4,4,5,5-tetramethyl-[1,3,2]dioxaborolan-2-yl)-phenyl]-methanesulfonamide (120 mg, 0.386 mmol) and 5-bromomethylene-10,11-dihydro-5H-dibenzo[a,d]cycloheptene (100 mg, 0.351 mmol) affords 83 mg (61%) of the title compound as a yellow solid. MS (ES) 407 (M+NH4), 388 (M−H); HPLC shows 91% purity. Run at temperature 20 celsius, time 1 hour. Procedure: A solution of 19 (2.52 g, 4.03 mmol) in THF (150 mL) was treated with1 N HCl (100 mL), and the solution was stirred at 20° C. for 1 h, then diluted with water (100 mL), neutralized with satd. NaHCO3, and extracted with EtOAc (3×80 mL). The combined organic phases were washed with brine and dried, the solvent was evaporated, and the residue was purified by chromatography on silica gel, eluting with EtOAc/MeOH (100:1), to give 2-(2-{[(2-hydroxyethyl)amino]carbonyl}{2-[(methylsulfonyl)oxy]propyl}-4... Reactants: CS(=O)(=O)OC(CN(C1=C(C=C(C=C1C(=O)NCCOC1OCCCC1)[N+](=O)[O-])[N+](=O)[O-])CC(C)OS(=O)(=O)C)C (1-methyl-2-[{2-[(methylsulfonyl)oxy]propyl}-2,4-dinitro-6-({[2-(tetrahydro-2H-pyran-2-yloxy)ethyl]amino}carbonyl)anilino]ethyl methanesulfonate), Cl (HCl). The solvent is O (water), C1CCOC1 (THF). Reaction SMILES: [CH3:1][S:2]([O:5][CH:6]([CH3:41])[CH2:7][N:8]([CH2:33][CH:34]([O:36][S:37]([CH3:40])(=[O:39])=[O:38])[CH3:35])[C:9]1[C:14]([C:15]([NH:17][CH2:18][CH2:19][O:20]C2CCCCO2)=[O:16])=[CH:13][C:12]([N+:27]([O-:29])=[O:28])=[CH:11][C:10]=1[N+:30]([O-:32])=[O:31])(=[O:4])=[O:3].Cl>C1COCC1.O>[CH3:40][S:37]([O:36][CH:34]([CH3:35])[CH2:33][N:8]([CH2:7][CH:6]([O:5][S:2]([CH3:1])(=[O:3])=[O:4])[CH3:41])[C:9]1[C:10]([N+:30]([O-:32])=[O:31])=[CH:11][C:12]([N+:27]([O-:29])=[O:28])=[CH:13][C:14]=1[C:15]([NH:17][CH2:18][CH2:19][OH:20])=[O:16])(=[O:39])=[O:38]. The product is CS(=O)(=O)OC(CN(C1=C(C=C(C=C1[N+](=O)[O-])[N+](=O)[O-])C(=O)NCCO)CC(C)OS(=O)(=O)C)C (2-(2-{[(2-hydroxyethyl)amino]carbonyl}{2-[(methylsulfonyl)oxy]propyl}-4,6-dinitroanilino)-1-methylethyl methanesulfonate). The yield is 36.6%.